The task is: describe an organic reaction: reactants, conditions, products, and yield. This data is from the Open Reaction Database (ORD), a public repository of structured organic reaction records. The reactants are FC=1C(=CC2=C(B(OC2(C)C)O)C1)C=O (6-fluoro-1-hydroxy-3,3-dimethyl-1,3-dihydrobenzo[c][1,2]oxaborole-5-carbaldehyde), NO.Cl (NH2OH.HCl), CC(=O)[O-].[Na+] (NaOAc). The solvent is C1CCOC1 (THF), O (H2O), O (H2O). Run at time 2 hour. Product: FC=1C(=CC2=C(B(OC2(C)C)O)C1)C=NO (6-fluoro-1-hydroxy-3,3-dimethyl-1,3-dihydrobenzo[c][1,2]oxaborole-5-carbaldehyde oxime). Reaction SMILES: [F:1][C:2]1[C:3]([CH:14]=O)=[CH:4][C:5]2[C:9]([CH3:11])([CH3:10])[O:8][B:7]([OH:12])[C:6]=2[CH:13]=1.[NH2:16][OH:17].Cl.CC([O-])=O.[Na+]>C1COCC1.O>[F:1][C:2]1[C:3]([CH:14]=[N:16][OH:17])=[CH:4][C:5]2[C:9]([CH3:11])([CH3:10])[O:8][B:7]([OH:12])[C:6]=2[CH:13]=1 |f:1.2,3.4|. Procedure details: To a solution of 6-fluoro-1-hydroxy-3,3-dimethyl-1,3-dihydrobenzo[c][1,2]oxaborole-5-carbaldehyde (200 mg, 0.96 mmol) and NH2OH.HCl (79.5 mg, 1.15 mmol) in THF (4 mL) and H2O (1 mL) at rt was added NaOAc (110 mg, 1.34 mmol). The reaction mixture was stirred for 2 h and diluted with H2O. The mixture was extracted with DCM (60 mL×3) and the organic layer was separated. The organic solution was washed with brine, dried over Na2SO4, filtered and concentrated under reduced pressure to give crude comp... Reactants: B, COC(=O)c1cccc(-c2cccc(NC(=O)CNC(=O)OC(C)(C)C)c2)c1, C1CCOC1. Product: COC(=O)c1cccc(-c2cccc(NCCNC(=O)OC(C)(C)C)c2)c1. As a reaction SMILES: [BH3:29].[C:1]([CH3:2])([CH3:3])([CH3:4])[O:5][C:6](=[O:7])[NH:8][CH2:9][C:10](=[O:11])[NH:12][c:13]1[cH:14][c:15](-[c:19]2[cH:20][c:21]([C:25](=[O:26])[O:27][CH3:28])[cH:22][cH:23][cH:24]2)[cH:16][cH:17][cH:18]1.[O:30]1[CH2:31][CH2:32][CH2:33][CH2:34]1>>[C:1]([CH3:2])([CH3:3])([CH3:4])[O:5][C:6](=[O:7])[NH:8][CH2:9][CH2:10][NH:12][c:13]1[cH:14][c:15](-[c:19]2[cH:20][c:21]([C:25](=[O:26])[O:27][CH3:28])[cH:22][cH:23][cH:24]2)[cH:16][cH:17][cH:18]1. The reactants are CN(C)S(=O)(=O)Cl, COc1ccccc1O, Cc1ccccc1, CCN(C(C)C)C(C)C. The product is COc1ccccc1OS(=O)(=O)N(C)C. As a reaction SMILES: [CH3:19][N:20]([S:21](=[O:22])(=[O:23])[Cl:24])[CH3:25].[CH3:1][O:2][c:3]1[cH:4][cH:5][cH:6][cH:7][c:8]1[OH:9].[CH3:26][c:27]1[cH:28][cH:29][cH:30][cH:31][cH:32]1.[CH:10]([N:11]([CH:12]([CH3:13])[CH3:14])[CH2:15][CH3:16])([CH3:17])[CH3:18]>>[CH3:1][O:2][c:3]1[cH:4][cH:5][cH:6][cH:7][c:8]1[O:9][S:21]([N:20]([CH3:19])[CH3:25])(=[O:22])=[O:23]. The reactants are C(C)(=O)OC(C)(C)C (tert-butyl acetate), [Li+].C[Si](C)(C)[N-][Si](C)(C)C (LHMDS), ClC=1C=C2C=C(N(C2=CC1)C)C(=O)OCC (Ethyl 5-chloro-1-methyl-1H-indole-2-carboxylate). Solvent: C1CCOC1 (THF), C1CCOC1 (THF). Reaction conditions: time 30 minute. Yields the product ClC=1C=C2C=C(N(C2=CC1)C)C(CC(=O)OC(C)(C)C)=O (tert-Butyl 3-(5-chloro-1-methyl-1H-indol-2-yl)-3-oxopropanoate). RXN SMILES: [Li+].C[Si]([N-][Si](C)(C)C)(C)C.[C:11]([O:14][C:15]([CH3:18])([CH3:17])[CH3:16])(=[O:13])[CH3:12].[Cl:19][C:20]1[CH:21]=[C:22]2[C:26](=[CH:27][CH:28]=1)[N:25]([CH3:29])[C:24]([C:30](OCC)=[O:31])=[CH:23]2>C1COCC1>[Cl:19][C:20]1[CH:21]=[C:22]2[C:26](=[CH:27][CH:28]=1)[N:25]([CH3:29])[C:24]([C:30](=[O:31])[CH2:12][C:11]([O:14][C:15]([CH3:18])([CH3:17])[CH3:16])=[O:13])=[CH:23]2 |f:0.1|. Reported procedure: To a cooled (−78° C.) solution of LHMDS (20.1 mL, 1.0 M in THF, 20.1 mmol) in THF (10 mL), was added tert-butyl acetate (2.71 mL, 20.1 mmol). After 30 min, a solution of the title compound of Example 11 Step A (1.59 g, 6.7 mmol) in THF (10 mL) was added. After 30 min, the reaction mixture was placed in a 0° C. bath, and was stirred at this temperature for 3 h, whereupon it was quenched by addition of sat. aq. NaHCO3. The aqueous phase was extracted with EtOAc, and the organic phase was concentra... Reactants: C1(CC(CCC1)=O)=O (cyclohexane-1,3-dione), C(C)(=O)[O-].C(C)(=O)[O-].C(C)(=O)[O-].BrC=1C=CC(=C(C1)[Pb+3])CC (5-bromo-2-ethylphenyllead triacetate), Cl (hydrochloric acid), C1(=CC=CC=C1)C (toluene). The reagents and catalysts are CN(C1=CC=NC=C1)C (4-dimethylaminopyridine). The solvent is C(Cl)(Cl)Cl (chloroform). Run at temperature 80 celsius, time 8 hour. Product: BrC=1C=CC(=C(C1)C1C(CCCC1=O)=O)CC (2-(5-bromo-2-ethylphenyl)cyclohexane-1,3-dione). RXN SMILES: C([O-])(=O)C.C([O-])(=O)C.C([O-])(=O)C.[Br:13][C:14]1[CH:15]=[CH:16][C:17]([CH2:21][CH3:22])=[C:18]([Pb+3])[CH:19]=1.[C:23]1(=[O:30])[CH2:28][CH2:27][CH2:26][C:25](=[O:29])[CH2:24]1.C1(C)C=CC=CC=1.Cl>C(Cl)(Cl)Cl.CN(C)C1C=CN=CC=1>[Br:13][C:14]1[CH:15]=[CH:16][C:17]([CH2:21][CH3:22])=[C:18]([CH:24]2[C:25](=[O:29])[CH2:26][CH2:27][CH2:28][C:23]2=[O:30])[CH:19]=1 |f:0.1.2.3|. Procedure: To a solution of 5-bromo-2-ethylphenyllead triacetate (20.00 g, 35.2 mmol) (described in WO08/071,405) in chloroform (100 ml) is added cyclohexane-1,3-dione (3.94 g, 35.2 mmol) and 4-dimethylaminopyridine (22.36 g, 176 mmol). After stirring the reaction at room temperature for 5 minutes toluene (50 ml) is added and the solution is heated at 80° C. for 4 hours. After cooling to room temperature the mixture is allowed to stand overnight, followed by treatment with 2M aqueous hydrochloric acid. Fol... Reactants: O=C1CC(CCC1)NC(C)=O (N-(3-oxocyclohexyl)acetamide), Cl.BrC1=CC=C(C=C1)NN (4-bromophenylhydrazine hydrochloride). The solvent is CC(=O)O (HOAc), CC(=O)O (HOAc). Conditions: temperature 80 celsius, time 3 hour. Product: BrC=1C=C2C=3CCC(CC3NC2=CC1)NC(C)=O (N-(6-bromo-1,3,4,9-tetrahydro-2H-carbazol-2-yl)acetamide). Reaction SMILES: O=[C:2]1[CH2:7][CH2:6][CH2:5][CH:4]([NH:8][C:9](=[O:11])[CH3:10])[CH2:3]1.Cl.[Br:13][C:14]1[CH:19]=[CH:18][C:17]([NH:20]N)=[CH:16][CH:15]=1>CC(O)=O>[Br:13][C:14]1[CH:15]=[C:16]2[C:17](=[CH:18][CH:19]=1)[NH:20][C:2]1[CH2:3][CH:4]([NH:8][C:9](=[O:11])[CH3:10])[CH2:5][CH2:6][C:7]2=1 |f:1.2|. Procedure: A solution of 0.05 mol of N-(3-oxocyclohexyl)acetamide in 100 ml of glacial HOAc was stirred and heated at 80° C. while adding during 15-30 minutes a warm solution of 0.05 mol of 4-bromophenylhydrazine hydrochloride in 300 ml of glacial HOAc. After an additional 3 hr at 85°, most of the HOAc was evaporated. The residue was triturated with H2O, until solid, the resulting solid was filtered, and recrystallized from ethanol to give the title compound, mp 210°-211°. Reactants: ClC1=NC=CC2=CC=CC=C12 (1-chloroisoquinoline), P(C(C)(C)C)(C(C)(C)C)C(C)(C)C (t-Bu3P), FC=1C=C(C=CC1C)B(O)O (3-fluoro-4-methylbenzeneboronic acid), C(=O)([O-])[O-].[Cs+].[Cs+] (Cs2CO3). Reagents/catalysts: CC(=O)[O-].CC(=O)[O-].[Pd+2] (Pd(OAc)2). The solvent is O1CCOCC1 (dioxane), ClCCl (dichloromethane). Run at temperature 105 celsius, time 18 hour. Product: FC=1C=C(C=CC1C)C1=NC=CC2=CC=CC=C12 (1-(3-Fluoro-4-methylphenyl)isoquinoline). As a reaction SMILES: Cl[C:2]1[C:11]2[C:6](=[CH:7][CH:8]=[CH:9][CH:10]=2)[CH:5]=[CH:4][N:3]=1.[F:12][C:13]1[CH:14]=[C:15](B(O)O)[CH:16]=[CH:17][C:18]=1[CH3:19].C([O-])([O-])=O.[Cs+].[Cs+].P(C(C)(C)C)(C(C)(C)C)C(C)(C)C>CC([O-])=O.CC([O-])=O.[Pd+2].ClCCl.O1CCOCC1>[F:12][C:13]1[CH:14]=[C:15]([C:2]2[C:11]3[C:6](=[CH:7][CH:8]=[CH:9][CH:10]=3)[CH:5]=[CH:4][N:3]=2)[CH:16]=[CH:17][C:18]=1[CH3:19] |f:2.3.4,6.7.8|. Reported procedure: 500 ml of degassed dioxane were initially charged and admixed with 10.0 g (61.14 mmol) of 1-chloroisoquinoline, 18.8 g (122.0 mmol, 2.0 eq.) of 3-fluoro-4-methylbenzeneboronic acid and 24.0 g (73.66 mmol, 1.2 eq.) of Cs2CO3. The reaction mixture was degassed for 10 min and admixed with 1.25 ml (5.49 mmol, 9 mol %) of t-Bu3P and 0.412 g (1.83 mmol, 3 mol %) of Pd(OAc)2. The mixture was stirred at 105° C. for 18 h, subsequently admixed with 400 ml of dichloromethane and washed three times with 200... The reactants are CC(=O)[O-], CC(=O)O, Nc1ccc(C(=O)O)cc1, [Na+], O. The product is CC(=O)Nc1ccc(C(=O)O)cc1. RXN SMILES: [CH3:12][C:13]([O-:14])=[O:15].[CH3:17][C:18](=[O:19])[OH:20].[NH2:1][c:2]1[cH:3][cH:4][c:5]([C:8]([OH:9])=[O:10])[cH:6][cH:7]1.[Na+:11].[OH2:16]>>[NH:1]([c:2]1[cH:3][cH:4][c:5]([C:8]([OH:9])=[O:10])[cH:6][cH:7]1)[C:13]([CH3:12])=[O:14].